This data is from the Open Reaction Database (ORD), a public repository of structured organic reaction records. The task is: describe an organic reaction: reactants, conditions, products, and yield The reactants are CS(=O)(=O)[O-] (methanesulfonate), O=C1C2=C(CN(C1)S(=O)(=O)C1=CC=C(C)C=C1)C=CS2 (7-oxo-5-tosyl-4,5,6,7-tetrahydro-thieno[3,2-c]pyridine), C(C)O.C1CCCCC1 (ethanol cyclohexane). The product is OC1=C2C(=CN=C1)SC=C2 (4-hydroxy-thieno[2,3-c]pyridine). Isolated yield 80.0%. As a reaction SMILES: [CH3:1][S:2]([O-])(=O)=O.[O:6]=[C:7]1[CH2:12][N:11](S(C2C=CC(C)=CC=2)(=O)=O)[CH2:10][C:9]2C=CS[C:8]1=2.[CH2:26](O)C.C1CCCCC1>>[OH:6][C:7]1[CH:12]=[N:11][CH:10]=[C:9]2[S:2][CH:1]=[CH:26][C:8]=12 |f:2.3|. Reported procedure: This compound is prepared according to the procedure of Example 1(c), from the methanesulfonate described in (b) above (Yield: 80%). White crystals; M.p.=206° C. (ethanol-cyclohexane) Starting materials: CO, [Cl-], O=C(COc1ccccc1)N1CCCCC1c1nc(-c2cccc([N+](=O)[O-])c2)no1, [NH4+]. Yields the product Nc1cccc(-c2noc(C3CCCCN3C(=O)COc3ccccc3)n2)c1. As a reaction SMILES: [CH3:33][OH:34].[Cl-:31].[N+:1]([O-:2])(=[O:3])[c:4]1[cH:5][c:6](-[c:10]2[n:11][o:12][c:13]([CH:15]3[N:16]([C:21]([CH2:22][O:23][c:24]4[cH:25][cH:26][cH:27][cH:28][cH:29]4)=[O:30])[CH2:17][CH2:18][CH2:19][CH2:20]3)[n:14]2)[cH:7][cH:8][cH:9]1.[NH4+:32]>>[NH2:1][c:4]1[cH:5][c:6](-[c:10]2[n:11][o:12][c:13]([CH:15]3[N:16]([C:21]([CH2:22][O:23][c:24]4[cH:25][cH:26][cH:27][cH:28][cH:29]4)=[O:30])[CH2:17][CH2:18][CH2:19][CH2:20]3)[n:14]2)[cH:7][cH:8][cH:9]1.